Dataset: the Open Reaction Database (ORD), a public repository of structured organic reaction records. Task: describe an organic reaction: reactants, conditions, products, and yield Reactants: CC(C)(C)OC(=O)NCCCCn1cnc2c(Cl)nc3ccccc3c21, ClCCl, O=C(O)C(F)(F)F. Product: NCCCCn1cnc2c(Cl)nc3ccccc3c21. Reaction SMILES: [C:1]([O:2][C:3](=[O:4])[NH:8][CH2:9][CH2:10][CH2:11][CH2:12][n:13]1[cH:14][n:15][c:16]2[c:17]([Cl:26])[n:18][c:19]3[cH:20][cH:21][cH:22][cH:23][c:24]3[c:25]12)([CH3:5])([CH3:6])[CH3:7].[CH2:34]([Cl:35])[Cl:36].[OH:27][C:28]([C:29]([F:30])([F:31])[F:32])=[O:33]>>[NH2:8][CH2:9][CH2:10][CH2:11][CH2:12][n:13]1[cH:14][n:15][c:16]2[c:17]([Cl:26])[n:18][c:19]3[cH:20][cH:21][cH:22][cH:23][c:24]3[c:25]12. Yields the product C(C1=CC=CC=C1)C1(CCC=2N1C(C(=CN2)NC(=O)OCC2=CC=CC=C2)=O)C(=O)O (6-benzyl-3-benzyloxycarbonylamino-4-oxo-4,6,7,8-tetrahydro-pyrrolo[1,2-a]pyrimidine-6-carboxylic acid). Isolated yield 95.2%. Procedure details: According to the procedure for the preparation of intermediate 19b, intermediate 21a (149 mg, 0.313 mmol) was deproteted to afford 125 mg (95%) of intermediate 21b. MS (ESI) 420.4 (M+H+). As a reaction SMILES: C(OC(NC1C(=O)N2C(C)(C(O)=O)CCC2=NC=1)=O)C1C=CC=CC=1.C([O:30][C:31]([C:33]1([CH2:54][C:55]2[CH:60]=[CH:59][CH:58]=[CH:57][CH:56]=2)[N:37]2[C:38](=[O:53])[C:39]([NH:42][C:43]([O:45][CH2:46][C:47]3[CH:52]=[CH:51][CH:50]=[CH:49][CH:48]=3)=[O:44])=[CH:40][N:41]=[C:36]2[CH2:35][CH2:34]1)=[O:32])(C)(C)C>>[CH2:54]([C:33]1([C:31]([OH:32])=[O:30])[N:37]2[C:38](=[O:53])[C:39]([NH:42][C:43]([O:45][CH2:46][C:47]3[CH:52]=[CH:51][CH:50]=[CH:49][CH:48]=3)=[O:44])=[CH:40][N:41]=[C:36]2[CH2:35][CH2:34]1)[C:55]1[CH:56]=[CH:57][CH:58]=[CH:59][CH:60]=1. Starting materials: C(C1=CC=CC=C1)OC(=O)NC1=CN=C2N(C1=O)C(CC2)(C(=O)O)C (3-benzyloxycarbonylamino-6-methyl-4-oxo-4,6,7,8-tetrahydro-pyrrolo[1,2-a]pyrimidine-6-carboxylic acid), C(C)(C)(C)OC(=O)C1(CCC=2N1C(C(=CN2)NC(=O)OCC2=CC=CC=C2)=O)CC2=CC=CC=C2 (6-benzyl-3-benzyloxycarbonylamino-4-oxo-4,6,7,8-tetrahydro-pyrrolo[1,2-a]pyrimidine-6-carboxylic acid tert-butyl ester). Starting materials: C(C1=CC=CC=C1)OC(=O)N(CCN1C(C(=C(C2=NC=CC=C12)O)C(=O)OC)=O)C (methyl 1-{2-[[(benzyloxy)carbonyl](methyl)amino]ethyl}-4-hydroxy-2-oxo-1,2-dihydro-1,5-naphthyridine-3-carboxylate), CCN(C(C)C)C(C)C (Hunig's base), [Cl-].FC1=CC(=C(C=C1)C[NH3+])S(=O)(=O)C (1-[4-fluoro-2-(methylsulfonyl)phenyl]methanaminium chloride), amine, CCN(C(C)C)C(C)C (Hunig's base). Solvent: CO (MeOH). Reaction conditions: temperature 80 celsius, time 8 hour. The product is FC1=CC(=C(CNC(=O)C=2C(N(C3=CC=CN=C3C2O)CCN(C(OCC2=CC=CC=C2)=O)C)=O)C=C1)S(=O)(=O)C (benzyl 2-[3-({[4-fluoro-2-(methylsulfonyl)benzyl]amino}carbonyl)-4-hydroxy-2-oxo-1,5-naphthyridin-1(2H)-yl]ethyl(methyl)carbamate). Reaction SMILES: [CH2:1]([O:8][C:9]([N:11]([CH3:30])[CH2:12][CH2:13][N:14]1[C:23]2[C:18](=[N:19][CH:20]=[CH:21][CH:22]=2)[C:17]([OH:24])=[C:16]([C:25](OC)=[O:26])[C:15]1=[O:29])=[O:10])[C:2]1[CH:7]=[CH:6][CH:5]=[CH:4][CH:3]=1.CCN(C(C)C)C(C)C.[Cl-].[F:41][C:42]1[CH:47]=[CH:46][C:45]([CH2:48][NH3+:49])=[C:44]([S:50]([CH3:53])(=[O:52])=[O:51])[CH:43]=1>CO>[F:41][C:42]1[CH:47]=[CH:46][C:45]([CH2:48][NH:49][C:25]([C:16]2[C:15](=[O:29])[N:14]([CH2:13][CH2:12][N:11]([CH3:30])[C:9](=[O:10])[O:8][CH2:1][C:2]3[CH:7]=[CH:6][CH:5]=[CH:4][CH:3]=3)[C:23]3[C:18]([C:17]=2[OH:24])=[N:19][CH:20]=[CH:21][CH:22]=3)=[O:26])=[C:44]([S:50]([CH3:53])(=[O:52])=[O:51])[CH:43]=1 |f:2.3|. Reported procedure: A solution of methyl 1-{2-[[(benzyloxy)carbonyl](methyl)amino]ethyl}-4-hydroxy-2-oxo-1,2-dihydro-1,5-naphthyridine-3-carboxylate (0.5 g, 1.21 mmol) in MeOH (6 mL) was treated with Hunig's base (0.33 mL, 1.82 mmol) and 1-[4-fluoro-2-(methylsulfonyl)phenyl]methanaminium chloride (0.35 g, 1.46 mmol) and heated in a sealed reaction vessel at 80 degrees C. After overnight, an additional 0.5 equivalents of the amine and 1.5 equivalents of Hunig's base was added and the reaction heated until HPLC showe... Starting materials: CCN1CCc2c([nH]c3ccccc23)C1CCCC(=O)O, CO. The product is CCN1CCc2c([nH]c3ccccc23)C1CCCC(=O)OC. Reaction SMILES: [C:1](=[O:2])([OH:3])[CH2:4][CH2:5][CH2:6][CH:7]1[N:8]([CH2:20][CH3:21])[CH2:9][CH2:10][c:11]2[c:12]3[cH:13][cH:14][cH:15][cH:16][c:17]3[nH:18][c:19]21.[CH3:22][OH:23]>>[C:1]([O:2][CH3:22])(=[O:3])[CH2:4][CH2:5][CH2:6][CH:7]1[N:8]([CH2:20][CH3:21])[CH2:9][CH2:10][c:11]2[c:12]3[cH:13][cH:14][cH:15][cH:16][c:17]3[nH:18][c:19]21. Starting materials: NC1=C(C(=O)O)C=C(C=C1)F (2-amino-5-fluorobenzoic acid), ClC(Cl)(OC(OC(Cl)(Cl)Cl)=O)Cl (triphosgene), N1=CC=CC=C1 (pyridine). Run in C(C)#N (acetonitrile), ClCCl (dichloromethane). Conditions: temperature 55 celsius. The product is FC1=CC2=C(NC(OC2=O)=O)C=C1 (6-fluoro-1H-benzo[d][1,3]oxazine-2,4-dione). As a reaction SMILES: [NH2:1][C:2]1[CH:10]=[CH:9][C:8]([F:11])=[CH:7][C:3]=1[C:4]([OH:6])=[O:5].Cl[C:13](Cl)([O:15]C(=O)OC(Cl)(Cl)Cl)Cl.N1C=CC=CC=1>C(#N)C.ClCCl>[F:11][C:8]1[CH:9]=[CH:10][C:2]2[NH:1][C:13](=[O:15])[O:5][C:4](=[O:6])[C:3]=2[CH:7]=1. Reported procedure: To a solution of 2-amino-5-fluorobenzoic acid (1.00 g, 6.40 mmol) in acetonitrile (8 mL) was added a solution of triphosgene (0.64 g, 2.1 mmol) in dichloromethane (5 mL) and pyridine (1.1 mL, 13.0 mmol) simultaneously within 5 min. The resulting pale yellow suspension was heated at 55° C. for 2 hours. The solvents were evaporated under vacuum, and the residue was stirred with water (5 mL). The precipitate obtained was filtered and dried to afford 6-fluoro-1H-benzo[d][1,3]oxazine-2,4-dione. Yield... The reactants are NCCOCCOC=1C=CC=2C=3N(C(=NC2C1OC)NC(C1=CN=CC=C1)=O)CCN3 (N-{8-[2-(2-aminoethoxy)-ethoxy]-7-methoxy-2,3-dihydro-imidazo[1,2-c]quinazolin-5-yl}-nicotinamide), CC1=CC=C(C=C1)S(=O)(=O)Cl ((4-methylphenyl)sulfonyl chloride). Product: COC1=C(C=CC=2C=3N(C(=NC12)NC(C1=CN=CC=C1)=O)CCN3)OCCOCCNS(=O)(=O)C3=CC=C(C=C3)C (N-{7-methoxy-8-[2-(2-{[(4-methylphenyl)sulfonyl]amino}ethoxy)ethoxy]-2,3-dihydroimidazo[1,2-c]quinazolin-5-yl}nicotinamide). As a reaction SMILES: [NH2:1][CH2:2][CH2:3][O:4][CH2:5][CH2:6][O:7][C:8]1[CH:9]=[CH:10][C:11]2[C:12]3[N:13]([CH2:29][CH2:30][N:31]=3)[C:14]([NH:20][C:21](=[O:28])[C:22]3[CH:27]=[CH:26][CH:25]=[N:24][CH:23]=3)=[N:15][C:16]=2[C:17]=1[O:18][CH3:19].[CH3:32][C:33]1[CH:38]=[CH:37][C:36]([S:39](Cl)(=[O:41])=[O:40])=[CH:35][CH:34]=1>>[CH3:19][O:18][C:17]1[C:16]2[N:15]=[C:14]([NH:20][C:21](=[O:28])[C:22]3[CH:27]=[CH:26][CH:25]=[N:24][CH:23]=3)[N:13]3[CH2:29][CH2:30][N:31]=[C:12]3[C:11]=2[CH:10]=[CH:9][C:8]=1[O:7][CH2:6][CH2:5][O:4][CH2:3][CH2:2][NH:1][S:39]([C:36]1[CH:37]=[CH:38][C:33]([CH3:32])=[CH:34][CH:35]=1)(=[O:41])=[O:40]. Reported procedure: The procedure used for the preparation of Example 31, Step 5 was used to prepare the title compound from N-{8-[2-(2-aminoethoxy)-ethoxy]-7-methoxy-2,3-dihydro-imidazo[1,2-c]quinazolin-5-yl}-nicotinamide (Example 31, Step 4) and (4-methylphenyl)sulfonyl chloride. HPLC MS RT=2.35 min, MH+=579.5. Reactants: O=C1NC2=CC=C(C=C2C1)C#N (2-oxoindoline-5-carbonitrile), N1=CC=C(C=C1)/C=C/C1=NN(C2=CC(=CC=C12)C=O)COCC[Si](C)(C)C ((E)-3-(2-(pyridin-4-yl)vinyl)-1-((2-(trimethylsilyl)ethoxy)methyl)-1H-indazole-6-carbaldehyde). Yields the product O=C1NC2=CC=C(C=C2C1=CC1=CC=C2C(=NNC2=C1)\C=C\C1=CC=NC=C1)C#N (2-oxo-3-((3-((E)-2-(pyridin-4-yl)vinyl)-1H-indazol-6-yl)methylene)indoline-5-carbonitrile), yellow powder. Yield: 30.0%. Reaction SMILES: [O:1]=[C:2]1[CH2:10][C:9]2[C:4](=[CH:5][CH:6]=[C:7]([C:11]#[N:12])[CH:8]=2)[NH:3]1.[N:13]1[CH:18]=[CH:17][C:16](/[CH:19]=[CH:20]/[C:21]2[C:29]3[C:24](=[CH:25][C:26]([CH:30]=O)=[CH:27][CH:28]=3)[N:23](COCC[Si](C)(C)C)[N:22]=2)=[CH:15][CH:14]=1>>[O:1]=[C:2]1[C:10](=[CH:30][C:26]2[CH:25]=[C:24]3[C:29]([C:21](/[CH:20]=[CH:19]/[C:16]4[CH:15]=[CH:14][N:13]=[CH:18][CH:17]=4)=[N:22][NH:23]3)=[CH:28][CH:27]=2)[C:9]2[C:4](=[CH:5][CH:6]=[C:7]([C:11]#[N:12])[CH:8]=2)[NH:3]1. Procedure: The title compound was synthesized according to the method described in Example A57 from 2-oxoindoline-5-carbonitrile (10 mg, 0.063 mmol) and (E)-3-(2-(pyridin-4-yl)vinyl)-1-((2-(trimethylsilyl)ethoxy)methyl)-1H-indazole-6-carbaldehyde (25 mg, 0.063 mmol) with a modified purification procedure. The product was precipitated with EtOAc and filtered washing with EtOAc to give 4.5 mg, 30% of a yellow powder which was a 65:35 mixture of (E)/(Z) isomers. 1H NMR (400 MHz, d6-DMSO) δ 14.04, 13.94 (s, 1H...